This data is from the Open Reaction Database (ORD), a public repository of structured organic reaction records. The task is: describe an organic reaction: reactants, conditions, products, and yield As a reaction SMILES: [Cl:1][C:2]([CH:3]([CH2:4][C:5](=[O:6])[c:7]1[n:8][cH:9][cH:10][cH:11][cH:12]1)[OH:13])([Cl:14])[Cl:15].[S:16](=[O:17])(=[O:18])([OH:19])[OH:20]>>[Cl:1][C:2]([CH:3]=[CH:4][C:5](=[O:6])[c:7]1[n:8][cH:9][cH:10][cH:11][cH:12]1)([Cl:14])[Cl:15]. Product: O=C(C=CC(Cl)(Cl)Cl)c1ccccn1. The reactants are O=C(CC(O)C(Cl)(Cl)Cl)c1ccccn1, O=S(=O)(O)O. Starting materials: Grignard reagent, C(C1=CC=CO1)=O (furfural), ClC1C=CCC1 (3-chloro-1-cyclopentene), [Mg] (Magnesium), Grignard reagent, [Cl-].[NH4+] (ammonium chloride). Solvent: O1CCCC1 (THF), O1CCCC1 (THF), O1CCCC1 (THF), O1CCCC1 (tetrahydrofuran). Run at temperature 20 celsius, time 2 hour. Yields the product C1(=CCCC1)C1(OC=CC1)CO (2-cyclopentenyl-2-furyl methanol). Isolated yield 73.8%. Reaction SMILES: [Mg].Cl[CH:3]1[CH2:7][CH2:6][CH:5]=[CH:4]1.[CH:8](=[O:14])[C:9]1[O:13][CH:12]=[CH:11][CH:10]=1.[Cl-].[NH4+]>O1CCCC1>[C:5]1([C:9]2([CH2:8][OH:14])[CH2:10][CH:11]=[CH:12][O:13]2)[CH2:6][CH2:7][CH2:3][CH:4]=1 |f:3.4|. Procedure details: Magnesium (36 g, 1.5 mole) and tetrahydrofuran (THF) (300 ml) were added to a reactor, and a solution of 3-chloro-1-cyclopentene (184.5 g, 1.8 mole) in THF (200 ml) was added dropwise at 0° to 10° C. to prepare a Grignard reagent. Thereafter, to this THF solution of the Grignard reagent was added dropwise a solution of furfural (106 g, 1.1 mole) in THF (150 ml) at 0° to 10° C. over about 1 hour, followed by stirring at 20° C. for further 2 hours. After completion of the reaction, the reaction so... Reactants: CC(=O)N1CCN(c2ccc(Br)cc2)CC1, O=C([O-])[O-], [Cs+], [Cs+], [Cu+], O=S(=O)([O-])C(F)(F)F, [NH4+], O=C(C=Cc1ccccc1)C=Cc1ccccc1, Cc1ccccc1C, c1cnc2c(c1)ccc1cccnc12, c1ccccc1, c1c[nH]cn1. Yields the product CC(=O)N1CCN(c2ccc(-n3ccnc3)cc2)CC1. RXN SMILES: [C:1]([CH3:2])(=[O:3])[N:4]1[CH2:5][CH2:6][N:7]([c:10]2[cH:11][cH:12][c:13]([Br:16])[cH:14][cH:15]2)[CH2:8][CH2:9]1.[C:54](=[O:55])([O-:56])[O-:57].[Cs+:58].[Cs+:59].[Cu+:83].[F:75][C:76]([F:77])([F:78])[S:79]([O-:80])(=[O:81])=[O:82].[NH4+:60].[c:36]1([CH:37]=[CH:38][C:39](=[O:40])[CH:41]=[CH:42][c:43]2[cH:44][cH:45][cH:46][cH:47][cH:48]2)[cH:49][cH:50][cH:51][cH:52][cH:53]1.[c:61]1([CH3:62])[c:63]([CH3:64])[cH:65][cH:66][cH:67][cH:68]1.[cH:22]1[cH:23][c:24]2[cH:25][cH:26][c:27]3[c:28]([c:29]2[n:30][cH:31]1)[n:32][cH:33][cH:34][cH:35]3.[cH:69]1[cH:70][cH:71][cH:72][cH:73][cH:74]1.[nH:17]1[cH:18][n:19][cH:20][cH:21]1>>[C:1]([CH3:2])(=[O:3])[N:4]1[CH2:5][CH2:6][N:7]([c:10]2[cH:11][cH:12][c:13](-[n:17]3[cH:18][n:19][cH:20][cH:21]3)[cH:14][cH:15]2)[CH2:8][CH2:9]1. Reactants: N1(CCNCC1)C1=NC2=CC=CC=C2C=C1 (2-piperazin-1-ylquinoline), O=C(CCCC(=O)OC)C (methyl 5-oxo-hexanoate). Reagents/catalysts: C1(=CC=C(C=C1)S(=O)(=O)O)C (p-toluenesulfonic acid). Solvent: C1(=CC=CC=C1)C (toluene). Run at time 2 hour. Yields the product N1=C(C=CC2=CC=CC=C12)N1CCN(CC1)C(CCCC(=O)OC)C (methyl 5-(4-quinoline-2-ylpiperazin-1-yl)hexanoate). The yield is 44.9%. RXN SMILES: O=[C:2]([CH3:10])[CH2:3][CH2:4][CH2:5][C:6]([O:8][CH3:9])=[O:7].[N:11]1([C:17]2[CH:26]=[CH:25][C:24]3[C:19](=[CH:20][CH:21]=[CH:22][CH:23]=3)[N:18]=2)[CH2:16][CH2:15][NH:14][CH2:13][CH2:12]1>C1(C)C=CC(S(O)(=O)=O)=CC=1.C1(C)C=CC=CC=1>[N:18]1[C:19]2[C:24](=[CH:23][CH:22]=[CH:21][CH:20]=2)[CH:25]=[CH:26][C:17]=1[N:11]1[CH2:16][CH2:15][N:14]([CH:2]([CH3:10])[CH2:3][CH2:4][CH2:5][C:6]([O:8][CH3:9])=[O:7])[CH2:13][CH2:12]1. Reported procedure: A mixture of 1.10 g of methyl 5-oxo-hexanoate as synthesized in above step 7-14-A, 1.36 g of 2-piperazin-1-ylquinoline, 20 mg of p-toluenesulfonic acid and 50 ml of toluene was heated under reflux for 16 hours, and the formed water was azeotropically removed. The solvent was concentrated under reduced pressure. The residue was dissolved in 50 ml of tetrahydrofuran, and the solution was stirred at room temperature for an hour while hydrogen chloride gas was introduced thereinto. Then 380 mg of so... Reactants: C(C)OC(C(C)(C)Br)=O (2-bromo-2-methylpropionic acid ethyl ester), [Na] (sodium), C(C)O (ethanol), CCOCC (ether), C(C)C(C(=O)[O-])(C(=O)[O-])CC (diethylmalonate). The solvent is O (water), C(C)(=O)O (Acetic acid). Conditions: time 48 hour. Yields the product C(=O)(OCC)C(C)(C)C(C(=O)OCC)C(=O)OCC (diethyl 2-(1-carbethoxy-1-methylethyl)malonate). Reaction SMILES: [Na].C([C:4](CC)([C:8]([O-:10])=[O:9])[C:5]([O-:7])=[O:6])C.[CH3:13][CH2:14]OCC.[CH2:18]([O:20][C:21](=[O:26])[C:22](Br)([CH3:24])[CH3:23])[CH3:19].[CH2:27](O)[CH3:28]>O.C(O)(=O)C>[C:21]([C:22]([CH:4]([C:8]([O:10][CH2:27][CH3:28])=[O:9])[C:5]([O:7][CH2:13][CH3:14])=[O:6])([CH3:24])[CH3:23])([O:20][CH2:18][CH3:19])=[O:26] |^1:0|. Reported procedure: To a solution of 13.8 g. (0.6 mol.) of sodium in absolute ethanol is added a solution of 96 g. (0.6 mol.) of diethylmalonate in 500 ml. of ether. The mixture is cooled and 117.1 g. (0.6 mol.) of 2-bromo-2-methylpropionic acid ethyl ester is added. The reaction mixture is warmed for two hours, then stirred at ambient temperature for 48 hours. Acetic acid and water are added, the layers are separated and the ethereal phase is washed with water, dried (MgSO4) and evaporated to dryness to give dieth...